Dataset: the Open Reaction Database (ORD), a public repository of structured organic reaction records. Task: describe an organic reaction: reactants, conditions, products, and yield Reactants: CC1=NOC(=C1CO)C (3,5-dimethylisoxazole-4-methanol). Reagents/catalysts: [O-2].[O-2].[Mn+4] (Manganese dioxide). Solvent: ClCCl (dichloromethane), ClCCl (dichloromethane). Run at time 8 hour. Product: CC1=NOC(=C1C=O)C (3,5-dimethylisoxazole-4-carboxaldehyde). Isolated yield 37.0%. RXN SMILES: [CH3:1][C:2]1[C:6]([CH2:7][OH:8])=[C:5]([CH3:9])[O:4][N:3]=1>ClCCl.[O-2].[O-2].[Mn+4]>[CH3:1][C:2]1[C:6]([CH:7]=[O:8])=[C:5]([CH3:9])[O:4][N:3]=1 |f:2.3.4|. Reported procedure: Manganese dioxide (5.48 g, 62.9 mmol) and dichloromethane (20 mL) were added to a solution of 3,5-dimethylisoxazole-4-methanol (prepared according to the literature procedure: Saucy, G.; Scott, J. W. U.S. Pat. No. 3,984,428 Oct. 5, 1976; 1.00 g, 7.9 mmol) in dichloromethane (25 mL). The mixture was stirred at room temperature overnight, then filtered through Celite®, evaporated under reduced pressure and the residual material was chromatographed over silica gel (10% ethyl acetate/hexanes) to giv...